Task: describe an organic reaction: reactants, conditions, products, and yield. Dataset: the Open Reaction Database (ORD), a public repository of structured organic reaction records Starting materials: N1=CC(=CC=C1)C=1NC=CN1 (2-(3-pyridyl)imidazole), O.O.O.C(C)(=O)[O-].[Na+] (sodium acetate trihydrate), N (ammonia), N1=CC(=CC=C1)C=O (3-pyridinecarboxaldehyde), O.COC1=CC=C(C=C1)C(=O)C=O (p-methoxyphenylglyoxal monohydrate). Run in O (water), CO (methanol). Reaction conditions: time 8 hour. Product: COC1=CC=C(C=C1)C=1N=C(NC1)C=1C=NC=CC1 (4-(p-methoxyphenyl)-2-(3-pyridyl)imidazole). RXN SMILES: O.O.O.C([O-])(=O)C.[Na+].N1C=CC=C(C=O)C=1.O.[CH3:18][O:19][C:20]1[CH:25]=[CH:24][C:23]([C:26]([CH:28]=O)=O)=[CH:22][CH:21]=1.N.[N:31]1[CH:36]=[CH:35][CH:34]=[C:33]([C:37]2[NH:38]C=C[N:41]=2)[CH:32]=1>CO.O>[CH3:18][O:19][C:20]1[CH:25]=[CH:24][C:23]([C:26]2[N:41]=[C:37]([C:33]3[CH:32]=[N:31][CH:36]=[CH:35][CH:34]=3)[NH:38][CH:28]=2)=[CH:22][CH:21]=1 |f:0.1.2.3.4,6.7|. Procedure: A solution of sodium acetate trihydrate (5.8 g, 0.04 m), 3-pyridinecarboxaldehyde (2.3 g., 0.02 m), p-methoxyphenylglyoxal monohydrate (3.92 g., 0.02 m), water (20 ml.), concentrated aqueous ammonia (25 ml.), and methanol (75 ml.) is allowed to stand at room temperature overnight. The solution is concentrated to dryness under reduced pressure (20 mm) over steam, treated with saturated Na2CO3 (100 ml.) and extracted with chloroform (3 × 100 ml.). The organic layer is dried over Na2SO4, filtered a... Reactants: C(=O)(O)C=1C=C(C=O)C=CC1 (3-Carboxybenzaldehyde), NC=1C=C(CNC(=O)C2=CC=C(C=C2)C2=CC=CC=C2)C=CC1 (N-(3-aminobenzyl)-1,1′-biphenyl-4-carboxamide), [BH4-].[Na+] (sodium borohydride). The solvent is C(C)(=O)O (acetic acid). Run at time 2 hour. Product: C1(=CC=C(C=C1)C(=O)NCC=1C=C(C=CC1)NCC=1C=C(C(=O)O)C=CC1)C1=CC=CC=C1 (3-{[(3-{[(1,1′-Biphenyl-4-ylcarbonyl)amino]methyl}phenyl)amino]methyl}benzoic acid). Isolated yield 29.5%. As a reaction SMILES: [NH2:1][C:2]1[CH:3]=[C:4]([CH:21]=[CH:22][CH:23]=1)[CH2:5][NH:6][C:7]([C:9]1[CH:14]=[CH:13][C:12]([C:15]2[CH:20]=[CH:19][CH:18]=[CH:17][CH:16]=2)=[CH:11][CH:10]=1)=[O:8].[C:24]([C:27]1[CH:28]=[C:29]([CH:32]=[CH:33][CH:34]=1)[CH:30]=O)([OH:26])=[O:25].[BH4-].[Na+]>C(O)(=O)C>[C:12]1([C:15]2[CH:20]=[CH:19][CH:18]=[CH:17][CH:16]=2)[CH:13]=[CH:14][C:9]([C:7]([NH:6][CH2:5][C:4]2[CH:3]=[C:2]([NH:1][CH2:30][C:29]3[CH:28]=[C:27]([CH:34]=[CH:33][CH:32]=3)[C:24]([OH:26])=[O:25])[CH:23]=[CH:22][CH:21]=2)=[O:8])=[CH:10][CH:11]=1 |f:2.3|. Procedure details: N-(3-aminobenzyl)-1,1′-biphenyl-4-carboxamide (20 mg, 0.07 mmol) was dissolved in acetic acid (0.5 ml). 3-Carboxybenzaldehyde (14 mg, 0.09 mmol) was added and then sodium borohydride (11 mg, 0.28 mmol) was added. The mixture was stirred at room temperature for 2 hours and evaporated to dryness. DCM was added into the residue. The mixture was loaded on a column (ISOLUTE® SI, 500 mg/3 ml). It was eluted with DCM, MeOH/DCM (0.5:99.5) and then MeOH/DCM (1:99). The product fractions were combined and... The reactants are C(#N)C1=CC2=C(N(C([C@H]([C@@H](N2)C)NC(OC(C)(C)C)=O)=O)CC2=C(C=CC3=CC=CC=C23)OC)C=C1 (tert-butyl(3S,4S)-7-cyano-1-((2-methoxynaphthalen-1-yl)methyl)-4-methyl-2-oxo-2,3,4,5-tetrahydro-1H-benzo[b][1,4]diazepin-3-ylcarbamate), N1=CC=CC=C1 (pyridine), C(C)(=O)Cl (acetyl chloride). Solvent: C(Cl)Cl (CH2Cl2). Run at temperature 0 celsius, time 1 hour. The product is C(C)(=O)N1C2=C(N(C([C@H]([C@@H]1C)NC(OC(C)(C)C)=O)=O)CC1=C(C=CC3=CC=CC=C13)OC)C=CC(=C2)C#N (tert-butyl(3S,4S)-5-acetyl-7-cyano-1-((2-methoxynaphthalen-1-yl)methyl)-4-methyl-2-oxo-2,3,4,5-tetrahydro-1H-benzo[b][1,4]diazepin-3-ylcarbamate). Isolated yield 64.9%. As a reaction SMILES: [C:1]([C:3]1[CH:36]=[CH:35][C:6]2[N:7]([CH2:22][C:23]3[C:32]4[C:27](=[CH:28][CH:29]=[CH:30][CH:31]=4)[CH:26]=[CH:25][C:24]=3[O:33][CH3:34])[C:8](=[O:21])[C@@H:9]([NH:13][C:14](=[O:20])[O:15][C:16]([CH3:19])([CH3:18])[CH3:17])[C@H:10]([CH3:12])[NH:11][C:5]=2[CH:4]=1)#[N:2].N1C=CC=CC=1.[C:43](Cl)(=[O:45])[CH3:44]>C(Cl)Cl>[C:43]([N:11]1[C@@H:10]([CH3:12])[C@H:9]([NH:13][C:14](=[O:20])[O:15][C:16]([CH3:19])([CH3:18])[CH3:17])[C:8](=[O:21])[N:7]([CH2:22][C:23]2[C:32]3[C:27](=[CH:28][CH:29]=[CH:30][CH:31]=3)[CH:26]=[CH:25][C:24]=2[O:33][CH3:34])[C:6]2[CH:35]=[CH:36][C:3]([C:1]#[N:2])=[CH:4][C:5]1=2)(=[O:45])[CH3:44]. Procedure details: To a 0° C. solution of tert-butyl(3S,4S)-7-cyano-1-((2-methoxynaphthalen-1-yl)methyl)-4-methyl-2-oxo-2,3,4,5-tetrahydro-1H-benzo[b][1,4]diazepin-3-ylcarbamate (448 mg, 921 μmol) in CH2Cl2 (9.21 ml) was added pyridine (375 μl, 4.6 mmol), followed by acetyl chloride (78.8 μl, 1.1 mmol), dropwise. The reaction was stirred at 0° C. for 1 h, then allowed to warm to rt and stirred for an additional 20 h, then quenched by the addition of H2O and extracted with CH2Cl2. The combined organic layers were w... Product: N1C(=NCC1)CNC1=C(C(=CC=C1)C)C(=O)N1CCCC1 ({2-[(4,5-dihydro-1H-imidazol-2-ylmethyl)amino]-6-methylphenyl}(1-pyrrolidinyl)methanone). Starting materials: NC1=C(C(=CC=C1)C)C(=O)N1CCCC1 ({2-Amino-6-methylphenyl}(1-pyrrolidinyl)methanone), N1CCCC1 (pyrrolidine), CC1=CC=CC2=C1C(OC(N2)=O)=O (5-methyl-2H-3,1-benzoxazine-2,4(1H)-dione). RXN SMILES: [NH2:1][C:2]1[CH:7]=[CH:6][CH:5]=[C:4]([CH3:8])[C:3]=1[C:9]([N:11]1[CH2:15][CH2:14][CH2:13][CH2:12]1)=[O:10].[NH:16]1[CH2:20][CH2:19][CH2:18][CH2:17]1.CC1C2C(=O)OC(=O)[NH:31]C=2C=CC=1>>[NH:16]1[CH2:20][CH2:19][N:31]=[C:17]1[CH2:18][NH:1][C:2]1[CH:7]=[CH:6][CH:5]=[C:4]([CH3:8])[C:3]=1[C:9]([N:11]1[CH2:15][CH2:14][CH2:13][CH2:12]1)=[O:10]. Procedure details: {2-Amino-6-methylphenyl}(1-pyrrolidinyl)methanone (prepared from pyrrolidine and 5-methyl-2H-3,1-benzoxazine-2,4(1H)-dione using the methods described in Example 17) and CMI were reacted using conditions described in the general procedure for CMI coupling to give {2-[(4,5-dihydro-1H-imidazol-2-ylmethyl)amino]-6-methylphenyl}(1-pyrrolidinyl)methanone. Reactants: C1(=CC=CC=C1)C(N1C=NC(=C1)CCCO)(C1=CC=CC=C1)C1=CC=CC=C1 (3-(1-triphenylmethyl-1H-imidazol-4-yl)propanol), CC1=NC(=NO1)C1=C(C=CC=C1)O ((5-methyl-1,2,4-oxadiazol-3-yl)phenol). Product: CC1=NC(=NO1)C1=CC=C(C=C1)OCCCC=1N=CNC1 (3-(1H-Imidazol-4-yl)propyl 4-(5-methyl-1,2,4-oxadiazol-3-yl)phenyl ether). Reaction SMILES: C1(C(C2C=CC=CC=2)(C2C=CC=CC=2)[N:8]2[CH:12]=[C:11]([CH2:13][CH2:14][CH2:15][OH:16])[N:10]=[CH:9]2)C=CC=CC=1.[CH3:29][C:30]1[O:34][N:33]=[C:32]([C:35]2[CH:40]=[CH:39][CH:38]=[CH:37][C:36]=2O)[N:31]=1>>[CH3:29][C:30]1[O:34][N:33]=[C:32]([C:35]2[CH:40]=[CH:39][C:38]([O:16][CH2:15][CH2:14][CH2:13][C:11]3[N:10]=[CH:9][NH:8][CH:12]=3)=[CH:37][CH:36]=2)[N:31]=1. Procedure details: 5 mmol of 3-(1-triphenylmethyl-1H-imidazol-4-yl)propanol and 6 mmol of (5-methyl-1,2,4-oxadiazol-3-yl)phenol (prepared according to Swain, C. J. et al. J. Med. Chem. 1991, 34, 140) are treated as described in Example 56, but isolated in the form of the free base. Yields the product CC(C)N1CCCC2(C1)C(=O)Nc1ccccc12. Reactants: CC(C)=O, C, O=C1Nc2ccccc2C12CCCNC2. As a reaction SMILES: [CH3:16][C:17]([CH3:18])=[O:19].[CH4:20].[NH:1]1[CH2:2][C:3]2([C:4](=[O:12])[NH:5][c:6]3[cH:7][cH:8][cH:9][cH:10][c:11]32)[CH2:13][CH2:14][CH2:15]1>>[N:1]1([CH:17]([CH3:16])[CH3:18])[CH2:2][C:3]2([C:4](=[O:12])[NH:5][c:6]3[cH:7][cH:8][cH:9][cH:10][c:11]32)[CH2:13][CH2:14][CH2:15]1. Starting materials: [I-].[Li+] (Lithium iodide), COC(=O)C1(C(NC2=C(CC1C1=C(C=CC=C1)OC)C(=CC=C2)C(F)(F)F)=O)CC=C (1,3,4,5-tetrahydro-3-(methoxycarbonyl)-4-(methoxyphenyl)-3-(2-propenyl)-6-(trifluoromethyl)-2H-1-benzazepin-2-one). The reagents and catalysts are O (water). The solvent is N1=CC=CC=C1 (pyridine), N1=CC=CC=C1 (pyridine). Run at time 11 hour. The product is COC1=C(C=CC=C1)C1C(C(NC2=C(C1)C(=CC=C2)C(F)(F)F)=O)CC=C (1,3,4,5-Tetrahydro-4-(methoxyphenyl)-3-(2-propenyl)-6-(trifluoromethyl)-2H-1-benzazepin-2-one). Yield: 69.9%. Reaction SMILES: [I-].[Li+].COC([C:7]1([CH2:31][CH:32]=[CH2:33])[CH:13]([C:14]2[CH:19]=[CH:18][CH:17]=[CH:16][C:15]=2[O:20][CH3:21])[CH2:12][C:11]2[C:22]([C:26]([F:29])([F:28])[F:27])=[CH:23][CH:24]=[CH:25][C:10]=2[NH:9][C:8]1=[O:30])=O>N1C=CC=CC=1.O>[CH3:21][O:20][C:15]1[CH:16]=[CH:17][CH:18]=[CH:19][C:14]=1[CH:13]1[CH2:12][C:11]2[C:22]([C:26]([F:27])([F:28])[F:29])=[CH:23][CH:24]=[CH:25][C:10]=2[NH:9][C:8](=[O:30])[CH:7]1[CH2:31][CH:32]=[CH2:33] |f:0.1|. Reported procedure: Lithium iodide (11.98 g; 89.44 mmole) was added to 1,3,4,5-tetrahydro-3-(methoxycarbonyl)-4-(methoxyphenyl)-3-(2-propenyl)-6-(trifluoromethyl)-2H-1-benzazepin-2-one (9.69 g; 22.36 mmole) in pyridine (40 ml) and water (a few drops). The mixture was refluxed with stirring for 11 hours. The pyridine was vacuum distilled off and the residue was dissolved into methanol and washed with 1N hydrochloric acid (three times), and saturated sodium chloride, and dried (magnesium sulfate). The concentrated re... Yields the product ClC=1N=C(C2=C(N1)C=C(S2)CN(C2CCN(CC2)CCC)C)N2CCOCC2 ((2-chloro-4-morpholin-4-yl-thieno[3,2-d]pyrimidin-6-ylmethyl)-methyl-(1-propyl-piperidin-4-yl)amine). Starting materials: ClC=1N=C(C2=C(N1)C=C(S2)CNC)N2CCOCC2 ((2-Chloro-4-morpholin-4-yl-thieno[3,2-d]pyrimidin-6-ylmethyl)-methylamine), C(CC)N1CCC(CC1)=O (1-propyl-piperidin-4-one). Isolated yield 30.0%. As a reaction SMILES: [Cl:1][C:2]1[N:3]=[C:4]([N:14]2[CH2:19][CH2:18][O:17][CH2:16][CH2:15]2)[C:5]2[S:10][C:9]([CH2:11][NH:12][CH3:13])=[CH:8][C:6]=2[N:7]=1.[CH2:20]([N:23]1[CH2:28][CH2:27][C:26](=O)[CH2:25][CH2:24]1)[CH2:21][CH3:22]>>[Cl:1][C:2]1[N:3]=[C:4]([N:14]2[CH2:19][CH2:18][O:17][CH2:16][CH2:15]2)[C:5]2[S:10][C:9]([CH2:11][N:12]([CH3:13])[CH:26]3[CH2:27][CH2:28][N:23]([CH2:20][CH2:21][CH3:22])[CH2:24][CH2:25]3)=[CH:8][C:6]=2[N:7]=1. Reported procedure: (2-Chloro-4-morpholin-4-yl-thieno[3,2-d]pyrimidin-6-ylmethyl)-methylamine was reacted with 1-propyl-piperidin-4-one using standard reductive amination conditions. The resulting crude solid was triturated was with diethyl ether and methanol to give (2-chloro-4-morpholin-4-yl-thieno[3,2-d]pyrimidin-6-ylmethyl)-methyl-(1-propyl-piperidin-4-yl)amine as a solid (30% yield), which was reacted with 5-(4,4,5,5-tetramethyl-[1,3,2]dioxaborolan-2-yl)-pyrimidin-2-ylamine according to General Procedure A. Th... Reactants: COC([C@H](CC(C)C)N1C(C=C(C1)OC1=C(C(=CC=C1)OCC)F)=O)=O ((S)-2-[4-(3-ethoxy-2-fluoro-phenoxy)-2-oxo-2,5-dihydro-pyrrol-1-yl]-4-methyl-pentanoic acid methyl ester), O.[OH-].[Li+] (lithium hydroxide monohydrate). Solvent: O1CCCC1 (tetrahydrofuran). Yields the product C(C)OC=1C(=C(OC2=CC(N(C2)[C@H](C(=O)O)CC(C)C)=O)C=CC1)F ((S)-2-[4-(3-ethoxy-2-fluoro-phenoxy)-2-oxo-2,5-dihydro-pyrrol-1-yl]-4-methyl-pentanoic acid). Yield: 81.3%. As a reaction SMILES: C[O:2][C:3](=[O:26])[C@@H:4]([N:9]1[CH2:13][C:12]([O:14][C:15]2[CH:20]=[CH:19][CH:18]=[C:17]([O:21][CH2:22][CH3:23])[C:16]=2[F:24])=[CH:11][C:10]1=[O:25])[CH2:5][CH:6]([CH3:8])[CH3:7].O.[OH-].[Li+]>O1CCCC1>[CH2:22]([O:21][C:17]1[C:16]([F:24])=[C:15]([CH:20]=[CH:19][CH:18]=1)[O:14][C:12]1[CH2:13][N:9]([C@@H:4]([CH2:5][CH:6]([CH3:8])[CH3:7])[C:3]([OH:26])=[O:2])[C:10](=[O:25])[CH:11]=1)[CH3:23] |f:1.2.3|. Procedure details: To a solution containing (S)-2-[4-(3-ethoxy-2-fluoro-phenoxy)-2-oxo-2,5-dihydro-pyrrol-1-yl]-4-methyl-pentanoic acid methyl ester (2.40 g, 0.007 mol) in tetrahydrofuran (40 mL) was treated with an aqueous solution of lithium hydroxide monohydrate (0.5N, 30 mL, 0.015 mol). The mixture was stirred at room temperature for 2H, and the solvents evaporated. The residue was dissolved in water and washed with diethyl ether, and the diethyl ether layer discarded. The aqueous phase was acidified with dilu... The reactants are C, CCOc1cc([N+](=O)[O-])ccc1C(O)c1cc(C)ccn1, CCO, [Pd]. The product is CCOc1cc(N)ccc1C(O)c1cc(C)ccn1. As a reaction SMILES: [C:25].[CH2:1]([CH3:2])[O:3][c:4]1[c:5]([CH:13]([OH:14])[c:15]2[n:16][cH:17][cH:18][c:19]([CH3:21])[cH:20]2)[cH:6][cH:7][c:8]([N+:10]([O-:11])=[O:12])[cH:9]1.[CH3:22][CH2:23][OH:24].[Pd:26]>>[CH2:1]([CH3:2])[O:3][c:4]1[c:5]([CH:13]([OH:14])[c:15]2[n:16][cH:17][cH:18][c:19]([CH3:21])[cH:20]2)[cH:6][cH:7][c:8]([NH2:10])[cH:9]1.